Dataset: the Open Reaction Database (ORD), a public repository of structured organic reaction records. Task: describe an organic reaction: reactants, conditions, products, and yield The reactants are BrC=1C=C2C(C3(CC3)COC2=CC1)(C(CO)(F)F)NC(=S)NC(C1=CC=CC=C1)=O (N-{[6-bromo-4-(1,1-difluoro-2-hydroxyethyl)-4H-spiro[chromene-3,1′-cyclopropan]-4-yl]carbamothioyl}benzamide), CN (methylamine). The solvent is CO (MeOH). Reaction conditions: time 3 hour. Product: BrC=1C=C2C(C3(CC3)COC2=CC1)(C(CO)(F)F)NC(=S)N (1-[6-bromo-4-(1,1-difluoro-2-hydroxyethyl)-4H-spiro[chromene-3,1′-cyclopropan]-4-yl]thiourea). Yield: 99.6%. Reaction SMILES: [Br:1][C:2]1[CH:3]=[C:4]2[C:11](=[CH:12][CH:13]=1)[O:10][CH2:9][C:6]1([CH2:8][CH2:7]1)[C:5]2([NH:19][C:20]([NH:22]C(=O)C1C=CC=CC=1)=[S:21])[C:14]([F:18])([F:17])[CH2:15][OH:16].CN>CO>[Br:1][C:2]1[CH:3]=[C:4]2[C:11](=[CH:12][CH:13]=1)[O:10][CH2:9][C:6]1([CH2:7][CH2:8]1)[C:5]2([NH:19][C:20]([NH2:22])=[S:21])[C:14]([F:18])([F:17])[CH2:15][OH:16]. Procedure details: To a solution of N-{[6-bromo-4-(1,1-difluoro-2-hydroxyethyl)-4H-spiro[chromene-3,1′-cyclopropan]-4-yl]carbamothioyl}benzamide (340 mg, 0.684 mmol) in MeOH (1.7 mL) was added methylamine (9.8M MeOH solution, 698 μL, 6.84 mmol). The mixture was stirred for 3 hours at ambient temperature. The mixture was concentrated azeotropically with toluene 3 times to give crude 1-[6-bromo-4-(1,1-difluoro-2-hydroxyethyl)-4H-spiro[chromene-3,1′-cyclopropan]-4-yl]thiourea (268 mg).